The task is: describe an organic reaction: reactants, conditions, products, and yield. This data is from the Open Reaction Database (ORD), a public repository of structured organic reaction records. Starting materials: Pt, CC1=NC(=C(C(=C1C)NCC(C)(C)NC(C)=O)[N+](=O)[O-])OC1=CC=CC=C1 (N-{2-[(2,3-dimethyl-5-nitro-6-phenoxypyridin-4-yl)amino]-1,1-dimethylethyl}acetamide), Pt. Run in C1(=CC=CC=C1)C (toluene). Run at time 24 hour. Product: NC=1C(=NC(=C(C1NCC(C)(C)NC(C)=O)C)C)OC1=CC=CC=C1 (N-{2-[(3-amino-5,6-dimethyl-2-phenoxypyridin-4-yl)amino]-1,1-dimethylethyl}acetamide). Yield: 81.5%. RXN SMILES: [CH3:1][C:2]1[C:7]([CH3:8])=[C:6]([NH:9][CH2:10][C:11]([NH:14][C:15](=[O:17])[CH3:16])([CH3:13])[CH3:12])[C:5]([N+:18]([O-])=O)=[C:4]([O:21][C:22]2[CH:27]=[CH:26][CH:25]=[CH:24][CH:23]=2)[N:3]=1>C1(C)C=CC=CC=1>[NH2:18][C:5]1[C:4]([O:21][C:22]2[CH:23]=[CH:24][CH:25]=[CH:26][CH:27]=2)=[N:3][C:2]([CH3:1])=[C:7]([CH3:8])[C:6]=1[NH:9][CH2:10][C:11]([NH:14][C:15](=[O:17])[CH3:16])([CH3:12])[CH3:13]. Procedure details: N-{2-[(2,3-dimethyl-5-nitro-6-phenoxypyridin-4-yl)amino]-1,1-dimethylethyl}acetamide (2.40 g, 6.45 mmol) was dissolved in 20 mL of toluene and treated with 0.2 g of Pt (5% on carbon). The reaction mixture was then shaken under H2 (3 atm) for 24 h. Then reaction mixture was then treated with an additional 1.5 g of Pt (5% on carbon) and shaken an additional 8 h. The reaction mixture was then filtered through Celite, rinsing with toluene, and concentrated to give N-{2-[(3-amino-5,6-dimethyl-2-pheno... Starting materials: C1CCOC1, [Li+], COC(=O)C(Cc1cc(Br)c(O)c(Br)c1)OC(=O)N1CCC(N2CCc3ccccc3NC2=O)CC1, [OH-]. Yields the product O=C(O)C(Cc1cc(Br)c(O)c(Br)c1)OC(=O)N1CCC(N2CCc3ccccc3NC2=O)CC1. RXN SMILES: [CH2:39]1[O:40][CH2:41][CH2:42][CH2:43]1.[Li+:2].[O:3]=[C:4]1[NH:5][c:6]2[c:7]([cH:35][cH:36][cH:37][cH:38]2)[CH2:8][CH2:9][N:10]1[CH:11]1[CH2:12][CH2:13][N:14]([C:17](=[O:18])[O:19][CH:20]([CH2:21][c:22]2[cH:23][c:24]([Br:30])[c:25]([OH:29])[c:26]([Br:28])[cH:27]2)[C:31](=[O:32])[O:33][CH3:34])[CH2:15][CH2:16]1.[OH-:1]>>[O:3]=[C:4]1[NH:5][c:6]2[c:7]([cH:35][cH:36][cH:37][cH:38]2)[CH2:8][CH2:9][N:10]1[CH:11]1[CH2:12][CH2:13][N:14]([C:17](=[O:18])[O:19][CH:20]([CH2:21][c:22]2[cH:23][c:24]([Br:30])[c:25]([OH:29])[c:26]([Br:28])[cH:27]2)[C:31](=[O:32])[OH:33])[CH2:15][CH2:16]1. Isolated yield 161.4%. Product: O.S(=O)(=O)(O)O.ClC1=CC=C(C=C1)N1C([C@H](CC1)CN1CCN(CC1)CCOC)=O ((R)-1-(4-chlorophenyl)-3-(4-(2-methoxyethyl)piperazin-1-yl)methyl-2-pyrrolidinone sulfate monohydrate). As a reaction SMILES: [S:1](=[O:5])(=[O:4])([OH:3])[OH:2].[Cl:6][C:7]1[CH:12]=[CH:11][C:10]([N:13]2[CH2:17][CH2:16][C@H:15]([CH2:18][N:19]3[CH2:24][CH2:23][N:22]([CH2:25][CH2:26][O:27][CH3:28])[CH2:21][CH2:20]3)[C:14]2=[O:29])=[CH:9][CH:8]=1>C(O)C>[OH2:2].[S:1]([OH:5])([OH:4])(=[O:3])=[O:2].[Cl:6][C:7]1[CH:12]=[CH:11][C:10]([N:13]2[CH2:17][CH2:16][C@H:15]([CH2:18][N:19]3[CH2:20][CH2:21][N:22]([CH2:25][CH2:26][O:27][CH3:28])[CH2:23][CH2:24]3)[C:14]2=[O:29])=[CH:9][CH:8]=1 |f:3.4.5|. Reactants: S(O)(O)(=O)=O (sulfuric acid), ClC1=CC=C(C=C1)N1C([C@H](CC1)CN1CCN(CC1)CCOC)=O ((R)-1-(4-chlorophenyl)-3-(4-(2-methoxyethyl)piperazin-1-yl)methyl-2-pyrrolidinone). Procedure: A solution of 101 mg of conc. sulfuric acid in 5 mL of ethanol was added to a solution of 352 mg of (R)-1-(4-chlorophenyl)-3-(4-(2-methoxyethyl)piperazin-1-yl)methyl-2-pyrrolidinone in 10 mL of ethanol. The mixture was stirred at room temperature and then concentrated to 3 mL. To the mixture was added 5 mL of ethyl acetate. The precipitated solid was filtered and dried to give 389 mg of the title compound. Run in C(C)O (ethanol), C(C)O (ethanol). The reactants are C=O (Formaldehyde), C(=O)([O-])[O-].[K+].[K+] (K2CO3), C1(=CC=C(C=C1)C[C@@H]1CCC(N1CC1=CC=C(C=C1)OC)=O)C1=CC=CC=C1 ((S)-5-biphenyl-4-ylmethyl-1-(4-methoxy-benzyl)-pyrrolidin-2-one), C(CCC)[Li] (n-butyllithium), C(C)(C)NC(C)C (Diisopropylamine), C(CCC)[Li] (n-butyllithium), C(C1=CC=CC=C1)(=O)Cl (benzoyl chloride). Solvent: [Cl-].[Na+].O (brine), [Cl-].[NH4+] (ammonium chloride), O1CCCC1 (tetrahydrofuran), O1CCCC1 (tetrahydrofuran). Run at temperature -10 celsius, time 30 minute. Yields the product C1(=CC=C(C=C1)C[C@@H]1CC(C(N1\C=C\C1=CC=CC=C1)=O)=C)C1=CC=CC=C1 ((R)-5-biphenyl-4-ylmethyl-3-methylene-1-((E)-styryl)-pyrrolidin-2-one). RXN SMILES: C([Li])CCC.C(NC(C)C)(C)C.[C:13]1([C:35]2[CH:40]=[CH:39][CH:38]=[CH:37][CH:36]=2)[CH:18]=[CH:17][C:16]([CH2:19][C@H:20]2[N:24]([CH2:25]C3C=CC(OC)=CC=3)[C:23](=O)[CH2:22][CH2:21]2)=[CH:15][CH:14]=1.[C:41](Cl)(=O)[C:42]1[CH:47]=[CH:46][CH:45]=[CH:44][CH:43]=1.C=O.[C:52]([O-:55])([O-])=O.[K+].[K+]>O1CCCC1.[Cl-].[NH4+].[Cl-].[Na+].O>[C:13]1([C:35]2[CH:40]=[CH:39][CH:38]=[CH:37][CH:36]=2)[CH:14]=[CH:15][C:16]([CH2:19][C@H:20]2[N:24](/[CH:25]=[CH:41]/[C:42]3[CH:47]=[CH:46][CH:45]=[CH:44][CH:43]=3)[C:52](=[O:55])[C:22](=[CH2:23])[CH2:21]2)=[CH:17][CH:18]=1 |f:5.6.7,9.10,11.12.13|. Procedure: Under N2, n-butyllithium (56 mL, 2.5 M in hexane, 0.14 mol) is added to the mixture of Diisopropylamine (14.2 g, 0.15 mol) in 300 mL dry tetrahydrofuran at −10° C., the resulting mixture is then stirred for 30 min at −10° C. a mixture of (S)-2-Biphenyl-4-ylmethyl-5-oxo-pyrrolidine-1-carboxylic acid tert-butyl ester (3a, R1=t-butoxycarbonyl) (35.1 g, 0.1 mol) in 50 mL dry tetrahydrofuran is added to the reaction mixture at −10° C., after about 30 min, n-butyllithium (40 mL, 2.5 M in hexane, 0.1 m... Reactants: CCN(CC)c1cc(NC(=O)OC(C)(C)C)c(NC(=O)CC(=O)c2cccc(-c3cc(C)no3)c2)cc1C#N, ClCCl, O=C(O)C(F)(F)F. Product: CCN(CC)c1cc2c(cc1C#N)NC(=O)CC(c1cccc(-c3cc(C)no3)c1)=N2. RXN SMILES: [C:1]([O:2][C:3](=[O:4])[NH:7][c:8]1[c:9]([NH:21][C:22]([CH2:23][C:24](=[O:5])[c:26]2[cH:27][c:28](-[c:32]3[cH:33][c:34]([CH3:37])[n:35][o:36]3)[cH:29][cH:30][cH:31]2)=[O:38])[cH:10][c:11]([C:19]#[N:20])[c:12]([N:14]([CH2:15][CH3:16])[CH2:17][CH3:18])[cH:13]1)([CH3:6])([CH3:25])[CH3:39].[Cl:47][CH2:48][Cl:49].[F:40][C:41]([F:42])([F:43])[C:44]([OH:45])=[O:46]>>[N:7]1=[C:24]([c:26]2[cH:27][c:28](-[c:32]3[cH:33][c:34]([CH3:37])[n:35][o:36]3)[cH:29][cH:30][cH:31]2)[CH2:23][C:22](=[O:38])[NH:21][c:9]2[c:8]1[cH:13][c:12]([N:14]([CH2:15][CH3:16])[CH2:17][CH3:18])[c:11]([C:19]#[N:20])[cH:10]2. The reactants are ClC(C(CCCC)=O)Cl (1,1-Dichlorohexan-2-one), ClC(C(CCCC)=O)Cl (1,1-Dichlorohexan-2-one), CC1=CC=C(C=C1)S(=O)(=O)NN (4-methylbenzenesulfonohydrazide), C(CC)(=O)O (propionic acid). Run in Hexanes. Conditions: temperature 60 celsius. Yields the product ClC(\C(\CCCC)=N\NS(=O)(=O)C1=CC=C(C=C1)C)Cl (N′-[(1E)-1-(dichloromethyl)pentylidene]-4-methylbenzenesulfonohydrazide). The yield is 43.4%. Reaction SMILES: [Cl:1][CH:2]([Cl:9])[C:3](=O)[CH2:4][CH2:5][CH2:6][CH3:7].[CH3:10][C:11]1[CH:16]=[CH:15][C:14]([S:17]([NH:20][NH2:21])(=[O:19])=[O:18])=[CH:13][CH:12]=1.C(O)(=O)CC>>[Cl:1][CH:2]([Cl:9])/[C:3](=[N:21]/[NH:20][S:17]([C:14]1[CH:15]=[CH:16][C:11]([CH3:10])=[CH:12][CH:13]=1)(=[O:18])=[O:19])/[CH2:4][CH2:5][CH2:6][CH3:7]. Procedure details: 1,1-Dichlorohexan-2-one (Intermediate 5) (45.3 mg, 0.27 mmol) and 4-methylbenzenesulfonohydrazide (50 mg, 0.27 mmol) were added to propionic acid (0.5 ml) and then heated to 60° C. for 4 hours. The reaction mixture was then heated to 100° C. for 5 minutes and allowed to cool to room temperature overnight. Hexanes (20 ml) were added and the precipitate was filtered under nitrogen to yield the title compound (39.5 mg).